This data is from the Open Reaction Database (ORD), a public repository of structured organic reaction records. The task is: describe an organic reaction: reactants, conditions, products, and yield Starting materials: FC1=CC=C(C=N1)O (6-Fluoro-3-hydroxypyridine), ClC1=CC=NC2=CC(=C(C=C12)OC)OC (4-chloro-6,7-dimethoxyquinoline), O (water). Reagents/catalysts: CN(C1=CC=NC=C1)C (4-dimethylaminopyridine). Solvent: ClC1=C(C=CC=C1)Cl (o-dichlorobenzene). Reaction conditions: temperature 140 celsius, time 3.5 hour. Yields the product FC1=CC=C(C=N1)OC1=CC=NC2=CC(=C(C=C12)OC)OC (4-(6-Fluoro-pyridin-3-yloxy)-6,7-dimethoxyquinoline). Isolated yield 75.3%. Reaction SMILES: [F:1][C:2]1[N:7]=[CH:6][C:5]([OH:8])=[CH:4][CH:3]=1.Cl[C:10]1[C:19]2[C:14](=[CH:15][C:16]([O:22][CH3:23])=[C:17]([O:20][CH3:21])[CH:18]=2)[N:13]=[CH:12][CH:11]=1.O>CN(C)C1C=CN=CC=1.ClC1C=CC=CC=1Cl>[F:1][C:2]1[N:7]=[CH:6][C:5]([O:8][C:10]2[C:19]3[C:14](=[CH:15][C:16]([O:22][CH3:23])=[C:17]([O:20][CH3:21])[CH:18]=3)[N:13]=[CH:12][CH:11]=2)=[CH:4][CH:3]=1. Reported procedure: 6-Fluoro-3-hydroxypyridine (10 mg), 4-chloro-6,7-dimethoxyquinoline (59 mg), and 4-dimethylaminopyridine (32 mg) were suspended in o-dichlorobenzene (2 ml), and the suspension was stirred at 140° C. for 3.5 hr. The reaction solution was cooled to room temperature, water was then added to the reaction solution, and the mixture was extracted with ethyl acetate. The ethyl acetate layer was then washed with water and saturated brine and was dried over anhydrous sodium sulfate. The solvent was remove... Reactants: ClC=1N(C(C2=C(N1)NN=C2NC2=CC=CC=C2)=O)C (6-chloro-5-methyl-3-(phenylamino)-1H-pyrazolo[3,4-d]pyrimidin-4(5H)-one), Cl.N[C@H]1[C@@H](CCC1)O ((1R,2R)-2-aminocyclopentanol hydrochloride), CCN(C(C)C)C(C)C (DIPEA). Solvent: CN(C)C=O (DMF). Yields the product O[C@H]1[C@@H](CCC1)NC=1N(C(C=2C(N1)=NNC2NC2=CC=CC=C2)=O)C (6-((1R,2R)-2-hydroxycyclopentylamino)-5-methyl-3-(phenylamino)-2H-pyrazolo[3,4-d]pyrimidin-4(5H)-one). Yield: 85.7%. Reaction SMILES: Cl[C:2]1[N:3]([CH3:19])[C:4](=[O:18])[C:5]2[C:10]([NH:11][C:12]3[CH:17]=[CH:16][CH:15]=[CH:14][CH:13]=3)=[N:9][NH:8][C:6]=2[N:7]=1.Cl.[NH2:21][C@@H:22]1[CH2:26][CH2:25][CH2:24][C@H:23]1[OH:27].CCN(C(C)C)C(C)C>CN(C=O)C>[OH:27][C@@H:23]1[CH2:24][CH2:25][CH2:26][C@H:22]1[NH:21][C:2]1[N:3]([CH3:19])[C:4](=[O:18])[C:5]2[C:6](=[N:8][NH:9][C:10]=2[NH:11][C:12]2[CH:17]=[CH:16][CH:15]=[CH:14][CH:13]=2)[N:7]=1 |f:1.2|. Procedure: A solution of 6-chloro-5-methyl-3-(phenylamino)-1H-pyrazolo[3,4-d]pyrimidin-4(5H)-one (3.3 g, 12 mmol), (1R,2R)-2-aminocyclopentanol hydrochloride (2 g, 14.4 mmol) and DIPEA (4.6 mL, 27 mmol) in DMF (25 mL) is heated at 120° C. for 5 hours. Solvent is removed under reduced pressure. The residue is dissolved in CH2Cl2 and MeOH (10:1, v/v), and then washed with water three times. The solution is dried over MgSO4 and evaporated to dryness to give 3.5 g of crude product MS (ESI) m/z 341.2 [M+H]+. The product is CC(C)C(NC(=O)Cc1ccccc1)C(=O)N1CCC(c2ccc(Cl)cc2)CC1. Reaction SMILES: [CH2:21]([Cl:22])[CH2:23][Cl:24].[CH3:60][OH:61].[CH:51]([N:52]([CH2:53][CH3:54])[CH:55]([CH3:56])[CH3:57])([CH3:58])[CH3:59].[ClH:25].[NH2:26][CH:27]([C:28](=[O:29])[N:30]1[CH2:31][CH2:32][CH:33]([c:36]2[cH:37][cH:38][c:39]([Cl:42])[cH:40][cH:41]2)[CH2:34][CH2:35]1)[CH:43]([CH3:44])[CH3:45].[O:46]=[CH:47][N:48]([CH3:49])[CH3:50].[OH:11][C:12](=[O:13])[CH2:14][c:15]1[cH:16][cH:17][cH:18][cH:19][cH:20]1.[OH:1][n:2]1[c:3]2[c:4]([cH:5][cH:6][cH:7][cH:8]2)[n:9][n:10]1>>[C:12](=[O:13])([CH2:14][c:15]1[cH:16][cH:17][cH:18][cH:19][cH:20]1)[NH:26][CH:27]([C:28](=[O:29])[N:30]1[CH2:31][CH2:32][CH:33]([c:36]2[cH:37][cH:38][c:39]([Cl:42])[cH:40][cH:41]2)[CH2:34][CH2:35]1)[CH:43]([CH3:44])[CH3:45]. Starting materials: ClCCCl, CO, CCN(C(C)C)C(C)C, Cl, CC(C)C(N)C(=O)N1CCC(c2ccc(Cl)cc2)CC1, CN(C)C=O, O=C(O)Cc1ccccc1, On1nnc2ccccc21. Reactants: C(C)N1C(=C(C2=CC=CC=C12)C(=O)C1=C(C(=O)O)C=CC=C1)C (2-[(1-ethyl-2-methyl-3-indolyl)carbonyl]benzoic acid), CN(C1=CC(=CC=C1)N(C)C)C (N,N,N',N'-tetramethyl-m-phenylenediamine), C(C)(=O)OC(C)=O (acetic anhydride). The solvent is C(C)O (ethanol). Run at time 8 hour. The product is CN(C1=C(C=CC(=C1)N(C)C)C1(OC(=O)C2=CC=CC=C12)C1=C(N(C2=CC=CC=C12)CC)C)C (3-[2,4-bis(dimethylamino)phenyl]-3-(1-ethyl-2-methyl-3-indolyl)phthalide). Yield: 87.1%. RXN SMILES: [CH2:1]([N:3]1[C:11]2[C:6](=[CH:7][CH:8]=[CH:9][CH:10]=2)[C:5]([C:12]([C:14]2[CH:22]=[CH:21][CH:20]=[CH:19][C:15]=2[C:16]([OH:18])=[O:17])=O)=[C:4]1[CH3:23])[CH3:2].[CH3:24][N:25]([CH3:35])[C:26]1[CH:31]=[CH:30][CH:29]=[C:28]([N:32]([CH3:34])[CH3:33])[CH:27]=1.C(OC(=O)C)(=O)C>C(O)C>[CH3:33][N:32]([CH3:34])[C:28]1[CH:27]=[C:26]([N:25]([CH3:35])[CH3:24])[CH:31]=[CH:30][C:29]=1[C:12]1([C:5]2[C:6]3[C:11](=[CH:10][CH:9]=[CH:8][CH:7]=3)[N:3]([CH2:1][CH3:2])[C:4]=2[CH3:23])[C:14]2[C:15](=[CH:19][CH:20]=[CH:21][CH:22]=2)[C:16](=[O:18])[O:17]1. Reported procedure: In a procedure similar to that described above in part B of this example, 12.28 g (0.04 mole) of 2-[(1-ethyl-2-methyl-3-indolyl)carbonyl]benzoic acid, prepared as described in part A above, 8.57 g (0.05 mole) of N,N,N',N'-tetramethyl-m-phenylenediamine and 6.0 ml of acetic anhydride were interacted with stirring at room temperature overnight. The reaction mixture was then diluted with 13.0 ml of ethanol and the precipitate which separated was filtered and washed with 6.0 ml of ethanol. The filte...